This data is from the Open Reaction Database (ORD), a public repository of structured organic reaction records. The task is: describe an organic reaction: reactants, conditions, products, and yield The reactants are CC(C)(C)OC(=O)N1CCOC(COC(=O)N2CCN(c3ccc(F)cc3)CC2)C1, ClCCl, O=C(O)C(F)(F)F, [K+], [K+], O=C([O-])[O-], O. Product: O=C(OCC1CNCCO1)N1CCN(c2ccc(F)cc2)CC1. As a reaction SMILES: [C:1]([O:2][C:3](=[O:4])[N:8]1[CH2:9][CH:10]([CH2:14][O:15][C:16](=[O:17])[N:18]2[CH2:19][CH2:20][N:21]([c:24]3[cH:25][cH:26][c:27]([F:30])[cH:28][cH:29]3)[CH2:22][CH2:23]2)[O:11][CH2:12][CH2:13]1)([CH3:5])([CH3:6])[CH3:7].[Cl:45][CH2:46][Cl:47].[F:31][C:32]([F:33])([F:34])[C:35]([OH:36])=[O:37].[K+:38].[K+:39].[O-:40][C:41]([O-:42])=[O:43].[OH2:44]>>[NH:8]1[CH2:9][CH:10]([CH2:14][O:15][C:16](=[O:17])[N:18]2[CH2:19][CH2:20][N:21]([c:24]3[cH:25][cH:26][c:27]([F:30])[cH:28][cH:29]3)[CH2:22][CH2:23]2)[O:11][CH2:12][CH2:13]1.